From a dataset of the Open Reaction Database (ORD), a public repository of structured organic reaction records. describe an organic reaction: reactants, conditions, products, and yield Reactants: COc1cc(C(=O)N2CCN(C(=O)OC(C)(C)C)C(C(=O)N(C)C)C2)cc(OC)c1OC, CCOC(C)=O, Cl. The product is COc1cc(C(=O)N2CCNC(C(=O)N(C)C)C2)cc(OC)c1OC. RXN SMILES: [C:1]([O:2][C:3](=[O:4])[N:8]1[CH:9]([C:28](=[O:29])[N:30]([CH3:31])[CH3:32])[CH2:10][N:11]([C:14]([c:15]2[cH:16][c:17]([O:25][CH3:26])[c:18]([O:23][CH3:24])[c:19]([O:21][CH3:22])[cH:20]2)=[O:27])[CH2:12][CH2:13]1)([CH3:5])([CH3:6])[CH3:7].[CH3:34][CH2:35][O:36][C:37](=[O:38])[CH3:39].[ClH:33]>>[NH:8]1[CH:9]([C:28](=[O:29])[N:30]([CH3:31])[CH3:32])[CH2:10][N:11]([C:14]([c:15]2[cH:16][c:17]([O:25][CH3:26])[c:18]([O:23][CH3:24])[c:19]([O:21][CH3:22])[cH:20]2)=[O:27])[CH2:12][CH2:13]1. Starting materials: C(#N)C=1SC2=C(N1)C=CC(=C2C#N)/N=C/N(C)C ((E)-N′-(2,7-dicyanobenzo[d]thiazol-6-yl)-N,N-dimethylformimidamide), ClC=1C=C(N)C=CC1Cl (3,4-dichloroaniline), [K+].[Br-] (KBr). The solvent is C(Cl)Cl.CCOC(=O)C (DCM EtOAc). The product is ClC=1C=C(C=CC1Cl)NC1=NC=NC2=CC=C3C(=C12)SC(=N3)C#N (9-(3,4-Dichlorophenylamino)thiazolo[5,4-f]quinazoline-2-carbonitrile). The yield is 42.0%. As a reaction SMILES: [C:1]([C:3]1[S:4][C:5]2[C:11]([C:12]#[N:13])=[C:10](/[N:14]=[CH:15]/[N:16](C)C)[CH:9]=[CH:8][C:6]=2[N:7]=1)#[N:2].[Cl:19][C:20]1[CH:21]=[C:22]([CH:24]=[CH:25][C:26]=1[Cl:27])N.[K+].[Br-]>C(Cl)Cl.CCOC(C)=O>[Cl:19][C:20]1[CH:21]=[C:22]([NH:13][C:12]2[C:11]3[C:10](=[CH:9][CH:8]=[C:6]4[N:7]=[C:3]([C:1]#[N:2])[S:4][C:5]4=3)[N:14]=[CH:15][N:16]=2)[CH:24]=[CH:25][C:26]=1[Cl:27] |f:2.3,4.5|. Procedure: Prepared from VII and 3,4-dichloroaniline. Flash chromatography eluent (DCM-EtOAc, 7:3). Yield: 42%; yellow solid; mp>260° C.; IR (KBr) νmax/cm−1 2851, 2225, 1644, 1612, 1579, 1456, 1378, 1355, 1308, 1270, 1241, 1168, 1122, 1026, 971, 879, 834, 816; 1H NMR (300 MHz, DMSO-d6) δ 8.55 (d, 1H, J=8.7 Hz), 8.30 (s, 1H), 7.78 (d, 1H, J=8.7 Hz), 7.63-7.53 (m, 2H), 7.30 (m, 2H); HRMS calcd for C16H8N5SCl2 (M+H+): 371.9877, found 371.9882. As a reaction SMILES: [CH2:30]([CH2:31][CH3:32])[OH:33].[Cl:3][c:4]1[c:5]([C:6](=[O:7])[NH2:8])[c:9]([NH:14][c:15]2[cH:16][cH:17][c:18]([C:21](=[O:22])[N:23]3[CH2:24][CH2:25][O:26][CH2:27][CH2:28]3)[cH:19][cH:20]2)[cH:10][c:11]([Cl:13])[n:12]1.[ClH:29].[Na+:2].[OH-:1].[OH2:34]>>[c:4]1([O:33][CH2:30][CH2:31][CH3:32])[c:5]([C:6](=[O:7])[NH2:8])[c:9]([NH:14][c:15]2[cH:16][cH:17][c:18]([C:21](=[O:22])[N:23]3[CH2:24][CH2:25][O:26][CH2:27][CH2:28]3)[cH:19][cH:20]2)[cH:10][c:11]([Cl:13])[n:12]1. Starting materials: CCCO, NC(=O)c1c(Nc2ccc(C(=O)N3CCOCC3)cc2)cc(Cl)nc1Cl, Cl, [Na+], [OH-], O. The product is CCCOc1nc(Cl)cc(Nc2ccc(C(=O)N3CCOCC3)cc2)c1C(N)=O. Reaction SMILES: CO.[C:3]([O:7][C:8](=[O:24])[NH:9][CH2:10][CH2:11][N:12]([SH:23])[C:13]1[CH:18]=[C:17]([CH3:19])[CH:16]=[CH:15][C:14]=1[N+:20]([O-])=O)([CH3:6])([CH3:5])[CH3:4].[BH4-].[Na+].C(OCC)(=O)C>[Cl-].[Na+].O.C(Cl)Cl.Cl[Ni]Cl>[C:3]([O:7][C:8](=[O:24])[NH:9][CH2:10][CH2:11][N:12]([SH:23])[C:13]1[CH:18]=[C:17]([CH3:19])[CH:16]=[CH:15][C:14]=1[NH2:20])([CH3:6])([CH3:4])[CH3:5] |f:2.3,5.6.7|. Procedure details: In a 500 mL round bottom flash equipped with a stir bar was charged with MeOH (200 mL), [2-(5-methyl-sulfanyl-2-nitro-phenylamino)-ethyl]-carbamic acid tert-butyl ester (5 g, 0.02 mol) and NiCl2 (19 g, 0.05 mol) and cooled to 0° C. NaBH4 (1.7 g, 0.05 mol) was added (in four equal portions) to the reaction mixture over a 1 h period. Once the addition was complete the reaction mixture was stirred for an additional 2 h. Brine (100 mL) and ethyl acetate (200 mL) were added to the reaction mixture. T... Run in [Cl-].[Na+].O (Brine), C(Cl)Cl (CH2Cl2). Reactants: C(C)(=O)OCC (ethyl acetate), crude product, CO (MeOH), C(C)(C)(C)OC(NCCN(C1=C(C=CC(=C1)C)[N+](=O)[O-])S)=O ([2-(5-methyl-sulfanyl-2-nitro-phenylamino)-ethyl]-carbamic acid tert-butyl ester), [BH4-].[Na+] (NaBH4). Product: C(C)(C)(C)OC(NCCN(C1=C(C=CC(=C1)C)N)S)=O ([2-(2-amino-5-Methyl-sulfanyl-phenylamino)-ethyl]-carbamic acid tert-butyl ester). Reagents/catalysts: Cl[Ni]Cl (NiCl2). Reaction conditions: temperature 0 celsius, time 2 hour. The reactants are [F-].[K+] (potassium fluoride), ClC1=C(C=C(C(=C1)Cl)Cl)S(=O)(=O)Cl (2,4,5-trichlorobenzenesulfonyl chloride). The product is ClC1=C(C=C(C(=C1)Cl)Cl)S(=O)(=O)F (2,4,5-Trichlorobenzenesulfonyl fluoride). The yield is 99.0%. RXN SMILES: [F-:1].[K+].[Cl:3][C:4]1[CH:9]=[C:8]([Cl:10])[C:7]([Cl:11])=[CH:6][C:5]=1[S:12](Cl)(=[O:14])=[O:13]>>[Cl:3][C:4]1[CH:9]=[C:8]([Cl:10])[C:7]([Cl:11])=[CH:6][C:5]=1[S:12]([F:1])(=[O:14])=[O:13] |f:0.1|. Procedure details: 2,4,5-Trichlorobenzenesulfonyl fluoride was synthesized from potassium fluoride and 2,4,5-trichlorobenzenesulfonyl chloride using the procedure described in Example 1. A product with mp 80°-83° C was obtained in 99% yield. The chemical analysis, NMR and IR spectra were in agreement with the assigned structure. Reactants: ClC1=NC(=NC(=C1)Cl)COC (4,6-dichloro-2-methoxymethyl-pyrimidine), FC(C=1C(=NC=CC1)N1CCNCC1)(F)F (1-(3-trifluoromethyl-pyridin-2-yl)-piperazine), C([O-])(O)=O.[Na+] (sodium bicarbonate). Solvent: CCO (EtOH). Product: ClC1=NC(=NC(=C1)N1CCN(CC1)C1=NC=CC=C1C(F)(F)F)COC (4-chloro-2-methoxymethyl-6-[4-(3-trifluoromethyl-pyridin-2-yl)-piperazin-1-yl]-pyrimidine). As a reaction SMILES: Cl[C:2]1[CH:7]=[C:6]([Cl:8])[N:5]=[C:4]([CH2:9][O:10][CH3:11])[N:3]=1.[F:12][C:13]([F:27])([F:26])[C:14]1[C:15]([N:20]2[CH2:25][CH2:24][NH:23][CH2:22][CH2:21]2)=[N:16][CH:17]=[CH:18][CH:19]=1.C(=O)(O)[O-].[Na+]>CCO>[Cl:8][C:6]1[CH:7]=[C:2]([N:23]2[CH2:24][CH2:25][N:20]([C:15]3[C:14]([C:13]([F:27])([F:12])[F:26])=[CH:19][CH:18]=[CH:17][N:16]=3)[CH2:21][CH2:22]2)[N:3]=[C:4]([CH2:9][O:10][CH3:11])[N:5]=1 |f:2.3|. Procedure details: Combine 4,6-dichloro-2-methoxymethyl-pyrimidine (800 mg, 4.14 mmol), 1-(3-trifluoromethyl-pyridin-2-yl)-piperazine (960 mg, 4.14 mmol), sodium bicarbonate (500 mg), and EtOH (50 mL). Reflux for 4 hours, let cool to room temperature, vacuum filter, and evaporate the mother liquor. Purify the residue by column chromatography eluting with 20:1 DCM/MeOH to obtain 4-chloro-2-methoxymethyl-6-[4-(3-trifluoromethyl-pyridin-2-yl)-piperazin-1-yl]-pyrimidine as a white solid.